Task: describe an organic reaction: reactants, conditions, products, and yield. Dataset: the Open Reaction Database (ORD), a public repository of structured organic reaction records Starting materials: CCOCC, Cl, CC(C)(C)OC(=O)NCc1ccc(N=[N+]=[N-])c(I)c1. The product is Cl, [N-]=[N+]=Nc1ccc(CN)cc1I. RXN SMILES: [CH3:20][CH2:21][O:22][CH2:23][CH3:24].[ClH:25].[N:1](=[N+:2]=[N-:3])[c:4]1[c:5]([I:19])[cH:6][c:7]([CH2:8][NH:9][C:10](=[O:11])[O:12][C:13]([CH3:14])([CH3:15])[CH3:16])[cH:17][cH:18]1>>[ClH:25].[N:1](=[N+:2]=[N-:3])[c:4]1[c:5]([I:19])[cH:6][c:7]([CH2:8][NH2:9])[cH:17][cH:18]1. Starting materials: CC(=O)OC1C=C2CC(OC(C)=O)C3OC3C2(C)C2CCC3(C)C(C(C)C4OCC(C)(C)CO4)CCC3C12, COC(=O)OC1C=C2CC(OC(C)=O)C3OC3C2(C)C2CCC3(C)C(C(C)C4OCC(C)(C)CO4)CCC3C12. Yields the product CC(=O)OC1CC2=CC=C3C4CCC(C(C)C5OCC(C)(C)CO5)C4(C)CCC3C2(C)C2OC12. RXN SMILES: [C:1]([CH3:2])(=[O:3])[O:4][CH:5]1[CH2:6][C:7]2=[CH:8][CH:9]([O:35][C:36](=[O:37])[CH3:38])[CH:10]3[CH:11]4[CH2:12][CH2:13][CH:14]([CH:15]([CH3:16])[CH:17]5[O:18][CH2:19][C:20]([CH3:23])([CH3:24])[CH2:21][O:22]5)[C:25]4([CH3:34])[CH2:26][CH2:27][CH:28]3[C:29]2([CH3:33])[CH:30]2[CH:31]1[O:32]2.[C:39]([O:40][CH:41]1[CH:42]2[O:43][CH:44]2[C:45]2([CH3:46])[C:47](=[CH:48][CH:49]([O:50][C:51]([O:52][CH3:53])=[O:54])[CH:55]3[CH:56]2[CH2:57][CH2:58][C:59]2([CH3:60])[CH:61]3[CH2:62][CH2:63][CH:64]2[CH:65]([CH:66]2[O:67][CH2:68][C:69]([CH3:70])([CH3:71])[CH2:72][O:73]2)[CH3:74])[CH2:75]1)(=[O:76])[CH3:77]>>[C:1]([CH3:2])(=[O:3])[O:4][CH:5]1[CH2:6][C:7]2=[CH:8][CH:9]=[C:10]3[CH:11]4[CH2:12][CH2:13][CH:14]([CH:15]([CH3:16])[CH:17]5[O:18][CH2:19][C:20]([CH3:23])([CH3:24])[CH2:21][O:22]5)[C:25]4([CH3:34])[CH2:26][CH2:27][CH:28]3[C:29]2([CH3:33])[CH:30]2[CH:31]1[O:32]2. Yields the product Cl.C(C1=CC=CC=C1)OC1=CC=C2C(=CC(=NC2=C1)C)N1C[C@H](CC1)OCC ((S)-7-benzyloxy-4-(3-ethoxy-pyrrolidin-1-yl)-2-methyl-quinoline hydrochloride). The reactants are C(C1=CC=CC=C1)OC1=CC=C2C(=CC(=NC2=C1)C)Cl (7-Benzyloxy-4-chloro-2-methyl-quinoline), product, C(C)O[C@@H]1CNCC1 ((S)-3-ethoxypyrrolidine). Reaction SMILES: [CH2:1]([O:8][C:9]1[CH:18]=[C:17]2[C:12]([C:13]([Cl:20])=[CH:14][C:15]([CH3:19])=[N:16]2)=[CH:11][CH:10]=1)[C:2]1[CH:7]=[CH:6][CH:5]=[CH:4][CH:3]=1.[CH2:21]([O:23][C@H:24]1[CH2:28][CH2:27][NH:26][CH2:25]1)[CH3:22]>>[ClH:20].[CH2:1]([O:8][C:9]1[CH:18]=[C:17]2[C:12]([C:13]([N:26]3[CH2:27][CH2:28][C@H:24]([O:23][CH2:21][CH3:22])[CH2:25]3)=[CH:14][C:15]([CH3:19])=[N:16]2)=[CH:11][CH:10]=1)[C:2]1[CH:7]=[CH:6][CH:5]=[CH:4][CH:3]=1 |f:2.3|. Run at temperature 80 celsius. The yield is 71.0%. Procedure: A mixture of 436 mg (1.5 mmol) of 7-Benzyloxy-4-chloro-2-methyl-quinoline, product of example 1d), and 1.75 g (15 mmol) of (S)-3-ethoxypyrrolidine, prepared according to Tetrahedron Lett., 1995, 2745, was heated at 80° C. (oil bath temperature) under an argon atmosphere for 18 h after which time the reaction was completed according to HPLC analysis. The excess (S)-3-ethoxy-pyrrolidine was distilled off, and the residue was partitioned between EtOAc and water. The layers were separated, the organ...